This data is from the Open Reaction Database (ORD), a public repository of structured organic reaction records. The task is: describe an organic reaction: reactants, conditions, products, and yield Reactants: Cl.NC1CCN(CC1)C1=NC(=CC(=C1)C(C)=O)Cl (1-[2-(4-aminopiperidin-1-yl)-6-chloropyridin-4-yl]ethanone hydrochloride salt), Cl.NC1CCN(CC1)C1=NC(=CC(=C1)C(C)=O)Cl (1-[2-(4-aminopiperidin-1-yl)-6-chloropyridin-4-yl]ethanone hydrochloride salt), ClC1=C(NC(=C1Cl)C)C(=O)NC1CCN(CC1)C1=NC(=CC(=C1)C1=NOC=N1)Cl (3,4-Dichloro-N-{1-[6-chloro-4-(1,2,4-oxadiazol-3-yl)-2-pyridinyl]-4-piperidinyl}-5-methyl-1H-pyrrole-2-carboxamide), ClC1=C(NC(=C1Cl)C)C(=O)NC1CCN(CC1)C1=NC(=CC(=C1)C1=NOC=N1)Cl (3,4-Dichloro-N-{1-[6-chloro-4-(1,2,4-oxadiazol-3-yl)-2-pyridinyl]-4-piperidinyl}-5-methyl-1H-pyrrole-2-carboxamide). Product: C(C)(=O)C1=CC(=NC(=C1)Cl)N1CCC(CC1)NC(=O)C=1NC(=C(C1Cl)Cl)C (N-[1-(4-Acetyl-6-chloro-2-pyridinyl)-4-piperidinyl]-3,4-dichloro-5-methyl-1H-pyrrole-2-carboxamide). As a reaction SMILES: Cl.[NH2:2][CH:3]1[CH2:8][CH2:7][N:6]([C:9]2[CH:14]=[C:13]([C:15](=[O:17])[CH3:16])[CH:12]=[C:11]([Cl:18])[N:10]=2)[CH2:5][CH2:4]1.[Cl:19][C:20]1[C:24]([Cl:25])=[C:23]([CH3:26])[NH:22][C:21]=1[C:27](NC1CCN(C2C=C(C3N=CON=3)C=C(Cl)N=2)CC1)=[O:28]>>[C:15]([C:13]1[CH:12]=[C:11]([Cl:18])[N:10]=[C:9]([N:6]2[CH2:7][CH2:8][CH:3]([NH:2][C:27]([C:21]3[NH:22][C:23]([CH3:26])=[C:24]([Cl:25])[C:20]=3[Cl:19])=[O:28])[CH2:4][CH2:5]2)[CH:14]=1)(=[O:17])[CH3:16] |f:0.1|. Procedure details: The title compound was synthesized by an analogous method to Example 18 starting from 1-[2-(4-aminopiperidin-1-yl)-6-chloropyridin-4-yl]ethanone hydrochloride salt (Intermediate 197) and 3,4-dichloro-5-methyl-1H-pyrrole-2-carboxylic acid (Intermediate 3).